This data is from the Open Reaction Database (ORD), a public repository of structured organic reaction records. The task is: describe an organic reaction: reactants, conditions, products, and yield Reactants: CC(C)(C)OC(=O)NC(Cc1ccc2ccccc2c1)C(=O)NC(Cc1ccc2ccccc2c1)c1nc(C(N)=O)c(-c2ccccc2)s1, ClCCl, O=C(O)C(F)(F)F. The product is NC(=O)c1nc(C(Cc2ccc3ccccc3c2)NC(=O)C(N)Cc2ccc3ccccc3c2)sc1-c1ccccc1. RXN SMILES: [C:1]([O:2][C:3](=[O:4])[NH:7][CH:8]([CH2:9][c:10]1[cH:11][c:12]2[cH:13][cH:14][cH:15][cH:16][c:17]2[cH:18][cH:19]1)[C:20]([NH:21][CH:22]([CH2:23][c:24]1[cH:25][c:26]2[cH:27][cH:28][cH:29][cH:30][c:31]2[cH:32][cH:33]1)[c:34]1[s:35][c:36](-[c:42]2[cH:43][cH:44][cH:45][cH:46][cH:47]2)[c:37]([C:39]([NH2:40])=[O:41])[n:38]1)=[O:48])([CH3:5])([CH3:6])[CH3:49].[CH2:57]([Cl:58])[Cl:59].[OH:50][C:51]([C:52]([F:53])([F:54])[F:55])=[O:56]>>[NH2:7][CH:8]([CH2:9][c:10]1[cH:11][c:12]2[cH:13][cH:14][cH:15][cH:16][c:17]2[cH:18][cH:19]1)[C:20]([NH:21][CH:22]([CH2:23][c:24]1[cH:25][c:26]2[cH:27][cH:28][cH:29][cH:30][c:31]2[cH:32][cH:33]1)[c:34]1[s:35][c:36](-[c:42]2[cH:43][cH:44][cH:45][cH:46][cH:47]2)[c:37]([C:39]([NH2:40])=[O:41])[n:38]1)=[O:48]. Reactants: COC(=O)C1=CC(=C(C=C1)N1C(CCC1)=O)NC(CC)CC (1-[4-methoxycarbonyl-2-(3-pentylamino)phenyl]pyrrolidin-2-one), [OH-].[Na+] (sodium hydroxide), C(C)(=O)O (acetic acid). The solvent is CO (methanol). Run at time 16 hour. Product: C(=O)(O)C1=CC(=C(C=C1)N1C(CCC1)=O)NC(CC)CC (1-[4-Carboxy-2-(3-pentylamino)phenyl]pyrrolidin-2-one). The yield is 87.9%. Reaction SMILES: C[O:2][C:3]([C:5]1[CH:10]=[CH:9][C:8]([N:11]2[CH2:15][CH2:14][CH2:13][C:12]2=[O:16])=[C:7]([NH:17][CH:18]([CH2:21][CH3:22])[CH2:19][CH3:20])[CH:6]=1)=[O:4].[OH-].[Na+].C(O)(=O)C>CO>[C:3]([C:5]1[CH:10]=[CH:9][C:8]([N:11]2[CH2:15][CH2:14][CH2:13][C:12]2=[O:16])=[C:7]([NH:17][CH:18]([CH2:21][CH3:22])[CH2:19][CH3:20])[CH:6]=1)([OH:4])=[O:2] |f:1.2|. Reported procedure: A solution of the above ester (0.150 g, 0.49 mmol) in 1 mL of methanol was treated with 1N sodium hydroxide (2 mL) and the resulting mixture was stirred at ambient temperature for 16 h. The reaction mixture was acidified with glacial acetic acid and a solid precipitated. The solid was collected by filtration, washed with water and dried to give 0.125 g (87%) of the title compound, mp 178-180° C. Reaction SMILES: [CH3:1][O:2][c:3]1[cH:4][c:5]([CH:21]=[CH:22][C:23](=[O:24])[OH:25])[cH:6][c:7](-[c:9]2[cH:10][c:11]3[cH:12][cH:13][c:14]([O:19][CH3:20])[cH:15][c:16]3[cH:17][cH:18]2)[cH:8]1.[NH2:26][c:27]1[cH:28][cH:29][cH:30][cH:31][cH:32]1>>[CH3:1][O:2][c:3]1[cH:4][c:5]([CH:21]=[CH:22][C:23](=[O:25])[NH:26][c:27]2[cH:28][cH:29][cH:30][cH:31][cH:32]2)[cH:6][c:7](-[c:9]2[cH:10][c:11]3[cH:12][cH:13][c:14]([O:19][CH3:20])[cH:15][c:16]3[cH:17][cH:18]2)[cH:8]1. Product: COc1cc(C=CC(=O)Nc2ccccc2)cc(-c2ccc3cc(OC)ccc3c2)c1. Reactants: COc1cc(C=CC(=O)O)cc(-c2ccc3cc(OC)ccc3c2)c1, Nc1ccccc1. Starting materials: OCCCBr, Cc1cc(CCC(=O)c2sc(C)c3c2CC2C3C2(C)C)cc(C)c1O, CC(C)O, [Na+], [OH-]. The product is Cc1cc(CCC(=O)c2sc(C)c3c2CC2C3C2(C)C)cc(C)c1OCCCO. Reaction SMILES: [Br:26][CH2:27][CH2:28][CH2:29][OH:30].[CH3:1][c:2]1[cH:3][c:4]([CH2:10][CH2:11][C:12](=[O:13])[c:14]2[c:15]3[c:19]([c:20]([CH3:22])[s:21]2)[CH:18]2[CH:17]([CH2:16]3)[C:23]2([CH3:24])[CH3:25])[cH:5][c:6]([CH3:9])[c:7]1[OH:8].[CH:31]([OH:32])([CH3:33])[CH3:34].[Na+:36].[OH-:35]>>[CH3:1][c:2]1[cH:3][c:4]([CH2:10][CH2:11][C:12](=[O:13])[c:14]2[c:15]3[c:19]([c:20]([CH3:22])[s:21]2)[CH:18]2[CH:17]([CH2:16]3)[C:23]2([CH3:24])[CH3:25])[cH:5][c:6]([CH3:9])[c:7]1[O:8][CH2:27][CH2:28][CH2:29][OH:30]. Starting materials: CN(S(=O)(=O)C1=C(C=C(C=C1)C(F)(F)F)[N+](=O)[O-])C (N,N-dimethyl-2-nitro-4-(trifluoromethyl)benzenesulfonamide), [H][H] (hydrogen), [H][H] (hydrogen). Reagents/catalysts: [Pd] (palladium-on-carbon). Solvent: C(C)(=O)OCC (ethyl acetate). The product is NC1=C(C=CC(=C1)C(F)(F)F)S(=O)(=O)N(C)C (2-amino-N,N-dimethyl-4-(trifluoromethyl)benzenesulfonamide). The yield is 97.1%. RXN SMILES: [CH3:1][N:2]([CH3:19])[S:3]([C:6]1[CH:11]=[CH:10][C:9]([C:12]([F:15])([F:14])[F:13])=[CH:8][C:7]=1[N+:16]([O-])=O)(=[O:5])=[O:4].[H][H]>[Pd].C(OCC)(=O)C>[NH2:16][C:7]1[CH:8]=[C:9]([C:12]([F:14])([F:13])[F:15])[CH:10]=[CH:11][C:6]=1[S:3]([N:2]([CH3:19])[CH3:1])(=[O:4])=[O:5]. Procedure details: In a pressure vessel, 109 g of N,N-dimethyl-2-nitro-4-(trifluoromethyl)benzenesulfonamide, 250 ml of ethyl acetate and 5 g of 10% palladium-on-carbon were shaken at 130° under 500 psi hydrogen pressure until no more hydrogen was absorbed, as determined by no additional pressure drop. The reaction mixture was cooled and the catalyst filtered off. The solution was stripped in vacuo to give 95.2 g of 2-amino-N,N-dimethyl-4-(trifluoromethyl)benzenesulfonamide as a slowly crystalizing oil, m.p. 65°-7... Run in C1(=CC=CC=C1)C (toluene), ClCCCl (DCE). RXN SMILES: C[Al](C)C.[CH3:5][O:6][CH2:7][CH2:8][NH:9][CH2:10][CH2:11][O:12][CH3:13].[NH2:14][C:15]1[CH2:16][C:17]([C:33](OCC)=[O:34])=[CH:18][C:19]2[CH:25]=[CH:24][C:23]([C:26]([F:32])([F:31])[C:27]([F:30])([F:29])[F:28])=[CH:22][C:20]=2[N:21]=1>C1(C)C=CC=CC=1.ClCCCl>[NH2:14][C:15]1[CH2:16][C:17]([C:33]([N:9]([CH2:10][CH2:11][O:12][CH3:13])[CH2:8][CH2:7][O:6][CH3:5])=[O:34])=[CH:18][C:19]2[CH:25]=[CH:24][C:23]([C:26]([F:32])([F:31])[C:27]([F:28])([F:29])[F:30])=[CH:22][C:20]=2[N:21]=1. Starting materials: N/C=1/C\C(=C/C2=C(\N1)C=C(C=C2)C(C(F)(F)F)(F)F)\C(=O)OCC ((1E,4E)-ethyl 2-amino-8-(perfluoroethyl)-3H-benzo[b]azepine-4-carboxylate), C[Al](C)C (Trimethylaluminum), solution, COCCNCCOC (bis(2-methoxyethyl)amine). Procedure details: Trimethylaluminum (0.34 mL of a 2.0 M solution in toluene) was added to bis(2-methoxyethyl)amine (92 mg, 0.69 mmol) in DCE (3 mL). After 10 minutes solid (1E,4E)-ethyl 2-amino-8-(perfluoroethyl)-3H-benzo[b]azepine-4-carboxylate (80 mg, 0.23 mmol) was added and the vessel was sealed and heated to 75° C. for 16-20 hours. Upon cooling the reaction was quenched with saturated Rochelle's salt (2 mL) and after 20 minutes the mixture was partitioned between CH2Cl2 (50 mL) and brine (50 mL). The phases ... Reaction conditions: temperature 75 celsius. Product: N/C=1/C\C(=C/C2=C(\N1)C=C(C=C2)C(C(F)(F)F)(F)F)\C(=O)N(CCOC)CCOC ((1E,4E)-2-amino-N,N-bis(2-methoxyethyl)-8-(perfluoroethyl)-3H-benzo[b]azepine-4-carboxamide). Starting materials: C(CCCCCCCCCCC)(=O)OCC(O)CO (glycerol monolaurate), C(CCCCCCCCCCCCCCC)O (cetyl alcohol), C(CCCCCCCCCCC)(=O)OCC(O)CO (glycerol monolaurate), C(CCCCCCCCCCCCCCC)O (cetyl alcohol), C(CCCCCCCCCCCCCCCCC)(=O)O (stearic acid), CCCCCCCCCC[N+](C)(C)CCCCCCCCCC.[Cl-] (DDAC). Product: C(CCCCCCCCCCCCCCCCC)(=O)O.N(CCO)(CCO)CCO (Triethanolamine Stearate). Reaction SMILES: C(OC[CH:16]([CH2:18][OH:19])O)(=O)CCCCCCCCCCC.[CH2:20]([OH:36])[CH2:21]CCCCCCCCCCCCCC.[C:37]([OH:56])(=[O:55])[CH2:38][CH2:39][CH2:40][CH2:41][CH2:42][CH2:43][CH2:44][CH2:45][CH2:46][CH2:47][CH2:48][CH2:49][CH2:50][CH2:51][CH2:52][CH2:53][CH3:54].CCCCCCCC[CH2:65][CH2:66][N+:67](CCCCCCCCCC)(C)C.[Cl-]>>[C:37]([OH:56])(=[O:55])[CH2:38][CH2:39][CH2:40][CH2:41][CH2:42][CH2:43][CH2:44][CH2:45][CH2:46][CH2:47][CH2:48][CH2:49][CH2:50][CH2:51][CH2:52][CH2:53][CH3:54].[N:67]([CH2:16][CH2:18][OH:19])([CH2:21][CH2:20][OH:36])[CH2:66][CH2:65][OH:55] |f:3.4,5.6|. Procedure: Example 2A was repeated but for the sequence of addition of glycerol monolaurate and cetyl alcohol. Instead of being added in the second step, after the equimolar mixture of stearic acid and DDAC, the same amount of the glycerol monolaurate and cetyl alcohol added in Example 2 was added after the addition of TEA. Starting materials: O=Cc1ccc(Br)cc1, CC(=O)[O-], CCO, Cl, NO, [Na+], O. Product: ON=Cc1ccc(Br)cc1. Reaction SMILES: [Br:1][c:2]1[cH:3][cH:4][c:5]([CH:6]=[O:7])[cH:8][cH:9]1.[CH3:11][C:12](=[O:13])[O-:14].[CH3:18][CH2:19][OH:20].[ClH:15].[NH2:16][OH:17].[Na+:10].[OH2:21]>>[Br:1][c:2]1[cH:3][cH:4][c:5]([CH:6]=[N:16][OH:17])[cH:8][cH:9]1. Procedure details: To a solution of 7-bromo-4-(chloromethyl)-5-methyl-2,3-dihydrobenzo[b]oxepine from step H7 (2.05 g, 7.13 mmol) in ethanol (75 mL) was added thiourea (0.651 g, 8.55 mmol). The mixture was refluxed for 3 h. A white solid precipitated. The solvent was removed. The solid residue was washed with hexanes and dried in vacuo to give a (7-bromo-5-methyl-2,3-dihydrobenzo[b]oxepin-4-yl)methyl carbamimidothioate hydrochloride (2.64 g, 7.26 mmol, 102% yield). The crude mixture was used in the next step witho... Isolated yield 102.0%. RXN SMILES: [Br:1][C:2]1[CH:15]=[CH:14][C:5]2[O:6][CH2:7][CH2:8][C:9]([CH2:12][Cl:13])=[C:10]([CH3:11])[C:4]=2[CH:3]=1.[NH2:16][C:17]([NH2:19])=[S:18]>C(O)C>[ClH:13].[C:17]([S:18][CH2:12][C:9]1[CH2:8][CH2:7][O:6][C:5]2[CH:14]=[CH:15][C:2]([Br:1])=[CH:3][C:4]=2[C:10]=1[CH3:11])(=[NH:16])[NH2:19] |f:3.4|. Run in C(C)O (ethanol). Reactants: BrC1=CC2=C(OCCC(=C2C)CCl)C=C1 (7-bromo-4-(chloromethyl)-5-methyl-2,3-dihydrobenzo[b]oxepine), NC(=S)N (thiourea). Product: Cl.C(N)(=N)SCC1=C(C2=C(OCC1)C=CC(=C2)Br)C ((7-bromo-5-methyl-2,3-dihydrobenzo[b]oxepin-4-yl)methyl carbamimidothioate hydrochloride). Reactants: BrC1=CC=CC(=N1)CCO (2-(6-bromopyridin-2-yl)ethanol), NC=1SC(=CC1C(=O)N)C1=C(C=C(C=C1F)C(C)(C)O)F (2-amino-5-[2,6-difluoro-4-(1-hydroxy-1-methylethyl)phenyl]thiophene-3-carboxamide). The product is FC1=C(C(=CC(=C1)C(C)(C)O)F)C1=CC(=C(S1)NC1=NC(=CC=C1)CCO)C(=O)N (5-[2,6-Difluoro-4-(1-hydroxy-1-methylethyl)phenyl]-2-{[6-(2-hydroxyethyl)pyridin-2-yl]amino}thiophene-3-carboxamide). RXN SMILES: Br[C:2]1[N:7]=[C:6]([CH2:8][CH2:9][OH:10])[CH:5]=[CH:4][CH:3]=1.[NH2:11][C:12]1[S:13][C:14]([C:20]2[C:25]([F:26])=[CH:24][C:23]([C:27]([OH:30])([CH3:29])[CH3:28])=[CH:22][C:21]=2[F:31])=[CH:15][C:16]=1[C:17]([NH2:19])=[O:18]>>[F:31][C:21]1[CH:22]=[C:23]([C:27]([OH:30])([CH3:29])[CH3:28])[CH:24]=[C:25]([F:26])[C:20]=1[C:14]1[S:13][C:12]([NH:11][C:2]2[CH:3]=[CH:4][CH:5]=[C:6]([CH2:8][CH2:9][OH:10])[N:7]=2)=[C:16]([C:17]([NH2:19])=[O:18])[CH:15]=1. Reported procedure: The title compound was prepared as described in Example 1 using 2-(6-bromopyridin-2-yl)ethanol (48 mg, 0.24 mmol) and 2-amino-5-[2,6-difluoro-4-(1-hydroxy-1-methylethyl)phenyl]thiophene-3-carboxamide (75 mg, 0.24 mmol) as the starting materials.